From a dataset of the Open Reaction Database (ORD), a public repository of structured organic reaction records. describe an organic reaction: reactants, conditions, products, and yield The reactants are BrCCCCCCC1=C(C(=C(C=C1)C(C)(C)C)OC)OC (1-(6-bromohexyl)-2,3-dimethoxy-4-(1,1-dimethylethyl)benzene), C1(=CC=CC=C1)COC(C1=C(C(=C(C=C1)O)CCC)O)=O (2,4-dihydroxy-3-propylbenzoic acid phenylmethyl ester), C([O-])([O-])=O.[K+].[K+] (potassium carbonate), [I-].[Na+] (sodium iodide). Solvent: CC(=O)C (acetone), CN(C=O)C (dimethylformamide). The product is C1(=CC=CC=C1)COC(C1=C(C(=C(C=C1)OCCCCCCC1=C(C(=C(C=C1)C(C)(C)C)OC)OC)CCC)O)=O (2-hydroxy-4-[6-[2,3-dimethoxy-4-(1,1-dimethylethyl)phenyl]hexyloxy]-3-propylbenzoic acid phenylmethyl ester). Yield: 84.0%. Reaction SMILES: Br[CH2:2][CH2:3][CH2:4][CH2:5][CH2:6][CH2:7][C:8]1[CH:13]=[CH:12][C:11]([C:14]([CH3:17])([CH3:16])[CH3:15])=[C:10]([O:18][CH3:19])[C:9]=1[O:20][CH3:21].[C:22]1([CH2:28][O:29][C:30](=[O:42])[C:31]2[CH:36]=[CH:35][C:34]([OH:37])=[C:33]([CH2:38][CH2:39][CH3:40])[C:32]=2[OH:41])[CH:27]=[CH:26][CH:25]=[CH:24][CH:23]=1.C(=O)([O-])[O-].[K+].[K+].[I-].[Na+]>CC(C)=O.CN(C)C=O>[C:22]1([CH2:28][O:29][C:30](=[O:42])[C:31]2[CH:36]=[CH:35][C:34]([O:37][CH2:2][CH2:3][CH2:4][CH2:5][CH2:6][CH2:7][C:8]3[CH:13]=[CH:12][C:11]([C:14]([CH3:17])([CH3:16])[CH3:15])=[C:10]([O:18][CH3:19])[C:9]=3[O:20][CH3:21])=[C:33]([CH2:38][CH2:39][CH3:40])[C:32]=2[OH:41])[CH:27]=[CH:26][CH:25]=[CH:24][CH:23]=1 |f:2.3.4,5.6|. Procedure: A mixture of 4.0 g (11.2 mmole) of 1-(6-bromohexyl)-2,3-dimethoxy-4-(1,1-dimethylethyl)benzene, 3.2 g (11.2 mmole) of 2,4-dihydroxy-3-propylbenzoic acid phenylmethyl ester, 3.1 g (22.4 mmole) of potassium carbonate and 1.7 g (11.2 mmole) of sodium iodide in 70 mL of anhydrous acetone and 7 mL of anhydrous dimethylformamide was stirred at reflux for 31 hours. Workup as in Example 16 and purification by HPLC using 5% ethyl acetate-hexane gave 5.3 g, (84% yield) of 2-hydroxy-4-[6-[2,3-dimethoxy-4-(... The reactants are C(C=C)OC=1C=C(C(=O)OCC=C)C=CC1 (3-(2-propenyloxy)benzoic acid, 2-propenyl ester), [OH-].[Na+] (sodium hydroxide), S([O-])(O)(=O)=O.[Na+] (sodium bisulfate). Run in CO.O (methanol water). Run at time 1 hour. Yields the product C(C=C)OC=1C=C(C(=O)O)C=CC1 (3-(2-propenyloxy)benzoic acid). Isolated yield 97.8%. As a reaction SMILES: [CH2:1]([O:4][C:5]1[CH:6]=[C:7]([CH:14]=[CH:15][CH:16]=1)[C:8]([O:10]CC=C)=[O:9])[CH:2]=[CH2:3].[OH-].[Na+].S(=O)(=O)(O)[O-].[Na+]>CO.O>[CH2:1]([O:4][C:5]1[CH:6]=[C:7]([CH:14]=[CH:15][CH:16]=1)[C:8]([OH:10])=[O:9])[CH:2]=[CH2:3] |f:1.2,3.4,5.6|. Procedure details: A solution of 917 mg (4.2 mmol) of 3-(2-propenyloxy)benzoic acid, 2-propenyl ester in 9 mL of methanol/water (3:2) at room temperature is treated with 0.53 mL (5.25 mmol) of 10M sodium hydroxide solution. The solution is allowed to stir for one hour then acidified with 5 mL of 10% sodium bisulfate solution and extracted with 25 mL of ethyl acetate. The organic layer is washed with saturated sodium chloride solution, dried over magnesium sulfate, and concentrated in vacuo to give 732 mg (97%) of ...